The task is: describe an organic reaction: reactants, conditions, products, and yield. This data is from the Open Reaction Database (ORD), a public repository of structured organic reaction records. Reactants: C1=CC=C2C(=C1)C(=O)C1=C(C2=O)SC(=C(S1)C#N)C#N (dithianon), S(=O)(=O)([O-])[O-].[NH4+].[NH4+] (ammonium sulfate), C([O-])([O-])=O.[Ca+2] (calcium carbonate), sodium alkyl naphthalene sulfonate, C(CCCCCCCCCCC)S(=O)(=O)[O-].[Na+] (sodium dodecyl sulfonate). Product: O.C1=CC=C2C(=C1)C(=O)C1=C(C2=O)SC(=C(S1)C#N)C#N (Dithianon Water). Reaction SMILES: [CH:1]1[CH:6]=[C:5]2[C:7]([C:9]3[S:16][C:15]([C:17]#[N:18])=[C:14]([C:19]#[N:20])[S:13][C:10]=3[C:11](=[O:12])[C:4]2=[CH:3][CH:2]=1)=[O:8].C(S([O-])(=O)=O)CCCCCCCCCCC.[Na+].S([O-])([O-])(=O)=O.[NH4+].[NH4+].C(=O)([O-])[O-].[Ca+2]>>[OH2:8].[CH:2]1[CH:3]=[C:4]2[C:11]([C:10]3[S:13][C:14]([C:19]#[N:20])=[C:15]([C:17]#[N:18])[S:16][C:9]=3[C:7](=[O:8])[C:5]2=[CH:6][CH:1]=1)=[O:12] |f:1.2,3.4.5,6.7,8.9|. Procedure: 60% benziothiazolinone, 2% dithianon, 4% sodium alkyl naphthalene sulfonate, 3% sodium dodecyl sulfonate, 3% ammonium sulfate, complemented to 100% with light calcium carbonate. Reactants: N1C(C=NC2=CC=CC=C12)=O (Quinoxalin-2-one), O=P(Cl)(Cl)Cl (POCl3). Solvent: O (H2O). Yields the product ClC1=NC2=CC=CC=C2N=C1 (2-chloroquinoxaline). Reaction SMILES: [NH:1]1[C:10]2[C:5](=[CH:6][CH:7]=[CH:8][CH:9]=2)[N:4]=[CH:3][C:2]1=O.O=P(Cl)(Cl)[Cl:14]>O>[Cl:14][C:2]1[CH:3]=[N:4][C:5]2[C:10](=[CH:9][CH:8]=[CH:7][CH:6]=2)[N:1]=1. Procedure details: Quinoxalin-2-one (14.62 g, 100 mmol) was added to POCl3 (100 g, 0.65 mmol) and the mixture heated at reflux for 1.5 hours under N2. Upon cooling, the mixture was poured slowly, portionwise onto 700 ml of H2O. The black solution was extracted with CH2Cl2 (2×250 ml). The combined CH2Cl2 portions were washed with H2O, dried over Na2SO4, filtered, and evaporated to give a brown, solid 2-chloroquinoxaline. A portion of said product (4.00 g, 24.3 mmol) was combined with 5 ml of 1 N HCl, and NaN3 (1.89... Reactants: O=c1c(Cc2cccnc2)cn2c3cc(Br)ccc3c3cc(O)cc1c32, ClCc1cncnc1. The product is O=c1c(Cc2cccnc2)cn2c3cc(Br)ccc3c3cc(OCc4cncnc4)cc1c32. As a reaction SMILES: [Br:1][c:2]1[cH:3][c:4]2[n:5]3[c:6]4[c:7]([cH:8][c:9]([OH:15])[cH:10][c:11]4[c:12]2[cH:13][cH:14]1)[c:16](=[O:26])[c:17]([CH2:19][c:20]1[cH:21][n:22][cH:23][cH:24][cH:25]1)[cH:18]3.[n:27]1[cH:28][n:29][cH:30][c:31]([CH2:33][Cl:34])[cH:32]1>>[Br:1][c:2]1[cH:3][c:4]2[n:5]3[c:6]4[c:7]([cH:8][c:9]([O:15][CH2:33][c:31]5[cH:30][n:29][cH:28][n:27][cH:32]5)[cH:10][c:11]4[c:12]2[cH:13][cH:14]1)[c:16](=[O:26])[c:17]([CH2:19][c:20]1[cH:21][n:22][cH:23][cH:24][cH:25]1)[cH:18]3. Reactants: ClC1=CC=C(S1)S(=O)(=O)NC1=NC=CN=C1Cl (5-Chloro-N-(3-chloro-2-pyrazinyl)-2-thiophenesulphonamide), solution, C(CC(O)(C(=O)O)CC(=O)O)(=O)O (citric acid). Solvent: C[O-].[Na+] (sodium methoxide), CO (methanol). Product: C(C)(=O)OCC.CCCC(C)C (ethyl acetate isohexane), ClC1=CC=C(S1)S(=O)(=O)NC1=NC=CN=C1OC (5-Chloro-N-(3-methoxy-2-pyrazinyl)-2-thiophenesulphonamide). Reaction conditions: time 4 hour. As a reaction SMILES: [Cl:1][C:2]1[S:6][C:5]([S:7]([NH:10][C:11]2[C:16](Cl)=[N:15][CH:14]=[CH:13][N:12]=2)(=[O:9])=[O:8])=[CH:4][CH:3]=1.C(O)(=O)[CH2:19][C:20]([CH2:25][C:26](O)=O)([C:22]([OH:24])=[O:23])[OH:21]>C[O-].[Na+].CO>[C:22]([O:24][CH2:16][CH3:11])(=[O:23])[CH3:20].[CH3:2][CH2:26][CH2:25][CH:20]([CH3:19])[CH3:22].[Cl:1][C:2]1[S:6][C:5]([S:7]([NH:10][C:11]2[C:16]([O:21][CH3:20])=[N:15][CH:14]=[CH:13][N:12]=2)(=[O:9])=[O:8])=[CH:4][CH:3]=1 |f:2.3,5.6|. Reported procedure: 5-Chloro-N-(3-chloro-2-pyrazinyl)-2-thiophenesulphonamide (Example 25a) (0.03 g) in sodium methoxide in methanol (1.5 mL of a 10% solution) was heated at 85° C. After 4 h, 5% aqueous citric acid (10.0 mL) was added and the mixture extracted with ethyl acetate (2×30 mL). The combined extracts were washed with brine, dried (MgSO4) and the solvent evaporated. Chromatography on silica gel eluting with ethyl acetate/isohexane mixtures gave the title compound as a white solid (0.026 g).